This data is from the Open Reaction Database (ORD), a public repository of structured organic reaction records. The task is: describe an organic reaction: reactants, conditions, products, and yield The reactants are ClCCl, COCC(=O)Cl, CCNc1cccc(N)c1C#N, O, c1ccncc1. Yields the product CCNc1cccc(NC(=O)COC)c1C#N. RXN SMILES: [CH2:26]([Cl:27])[Cl:28].[CH3:19][O:20][CH2:21][C:22](=[O:23])[Cl:24].[NH2:1][c:2]1[c:3]([C:4]#[N:5])[c:6]([NH:10][CH2:11][CH3:12])[cH:7][cH:8][cH:9]1.[OH2:25].[cH:13]1[cH:14][cH:15][n:16][cH:17][cH:18]1>>[NH:1]([c:2]1[c:3]([C:4]#[N:5])[c:6]([NH:10][CH2:11][CH3:12])[cH:7][cH:8][cH:9]1)[C:22]([CH2:21][O:20][CH3:19])=[O:23]. Conditions: time 8 hour. Procedure: To a 20 L temperature controlled reactor with jacket set at 0° C., add a solution of O4-benzyl O9-tert-butyl 4,9-diazaspiro[5.5]undecane-4,9-dicarboxylate (2.06 moles; 838.00 g; 95.65% purity) in 1,4-dioxane (19.63 moles; 1.68 L). When the temperature of the solution is 5° C., add hydrogen chloride (4 M in 1,4-dioxane; 10.32 moles; 2.58 L) at such a rate that the temperature does not rise above 20° C. When the addition is complete, warm the solution to room temperature and stir overnight. Concen... Solvent: CC(C)(C)OC (MTBE). The yield is 95.3%. The reactants are C1CCN(CC12CCN(CC2)C(=O)OC(C)(C)C)C(=O)OCC2=CC=CC=C2 (O4-benzyl O9-tert-butyl 4,9-diazaspiro[5.5]undecane-4,9-dicarboxylate), O1CCOCC1 (1,4-dioxane), Cl (hydrogen chloride). Product: Cl.C1CCN(CC12CCNCC2)C(=O)OCC2=CC=CC=C2 (benzyl 4,9-diazaspiro[5.5]undecane-4-carboxylate hydrochloride). RXN SMILES: [CH2:1]1[C:6]2([CH2:11][CH2:10][N:9](C(OC(C)(C)C)=O)[CH2:8][CH2:7]2)[CH2:5][N:4]([C:19]([O:21][CH2:22][C:23]2[CH:28]=[CH:27][CH:26]=[CH:25][CH:24]=2)=[O:20])[CH2:3][CH2:2]1.O1CCOCC1.[ClH:35]>CC(OC)(C)C>[ClH:35].[CH2:1]1[C:6]2([CH2:11][CH2:10][NH:9][CH2:8][CH2:7]2)[CH2:5][N:4]([C:19]([O:21][CH2:22][C:23]2[CH:24]=[CH:25][CH:26]=[CH:27][CH:28]=2)=[O:20])[CH2:3][CH2:2]1 |f:4.5|. Starting materials: Cn1cc(C2CCC(=O)C2)c2cc(F)ccc21, NCc1ccccc1. Yields the product Cn1cc(C2CCC(NCc3ccccc3)C2)c2cc(F)ccc21. RXN SMILES: [F:1][c:2]1[cH:3][c:4]2[c:5]([CH:12]3[CH2:13][C:14](=[O:17])[CH2:15][CH2:16]3)[cH:6][n:7]([CH3:11])[c:8]2[cH:9][cH:10]1.[NH2:18][CH2:19][c:20]1[cH:21][cH:22][cH:23][cH:24][cH:25]1>>[F:1][c:2]1[cH:3][c:4]2[c:5]([CH:12]3[CH2:13][CH:14]([NH:18][CH2:19][c:20]4[cH:21][cH:22][cH:23][cH:24][cH:25]4)[CH2:15][CH2:16]3)[cH:6][n:7]([CH3:11])[c:8]2[cH:9][cH:10]1.